This data is from the Open Reaction Database (ORD), a public repository of structured organic reaction records. The task is: describe an organic reaction: reactants, conditions, products, and yield Starting materials: C[C@H]1OC(C2=CC=C(C=C2C1)CCN1CCN(CC1)C(=O)OC(C)(C)C)=O (tert-butyl 4-{2-[(3R)-3-methyl-1-oxo-3,4-dihydro-1H-isochromen-6-yl]ethyl}piperazine-1-carboxylate), Cl (HCl). The solvent is O1CCOCC1 (dioxane). Yields the product Cl.C[C@H]1OC(C2=CC=C(C=C2C1)CCN1CCNCC1)=O ((3R)-3-methyl-6[2-(piperazin-1-yl)ethyl]-3,4-dihydro-1H-isochromen-1-one hydrochloride). As a reaction SMILES: [CH3:1][C@@H:2]1[CH2:11][C:10]2[C:5](=[CH:6][CH:7]=[C:8]([CH2:12][CH2:13][N:14]3[CH2:19][CH2:18][N:17](C(OC(C)(C)C)=O)[CH2:16][CH2:15]3)[CH:9]=2)[C:4](=[O:27])[O:3]1.[ClH:28]>O1CCOCC1>[ClH:28].[CH3:1][C@@H:2]1[CH2:11][C:10]2[C:5](=[CH:6][CH:7]=[C:8]([CH2:12][CH2:13][N:14]3[CH2:15][CH2:16][NH:17][CH2:18][CH2:19]3)[CH:9]=2)[C:4](=[O:27])[O:3]1 |f:3.4|. Procedure: A solution of tert-butyl 4-{2-[(3R)-3-methyl-1-oxo-3,4-dihydro-1H-isochromen-6-yl]ethyl}piperazine-1-carboxylate (850 mg, 2.27 mmol) was stirred in 4N HCl in dioxane for 4 hours. The excess solvent was then removed to give the free amine as the HCl salt. LC-MS (IE, m/z): 275 [M+1]+. Starting materials: Nc1ccc(S(=O)(=O)c2cc(Br)nc(N3CCCC3)c2)cc1, CCNCC, CN(C)C=O, [Cu]I, Cl[Pd]Cl, C#Cc1ccccc1, c1ccc(P(c2ccccc2)c2ccccc2)cc1, c1ccc(P(c2ccccc2)c2ccccc2)cc1. The product is Nc1ccc(S(=O)(=O)c2cc(C#Cc3ccccc3)nc(N3CCCC3)c2)cc1. RXN SMILES: [Br:1][c:2]1[n:3][c:4]([N:18]2[CH2:19][CH2:20][CH2:21][CH2:22]2)[cH:5][c:6]([S:8](=[O:9])(=[O:10])[c:11]2[cH:12][cH:13][c:14]([NH2:17])[cH:15][cH:16]2)[cH:7]1.[CH2:36]([NH:37][CH2:38][CH3:39])[CH3:40].[CH3:31][N:32]([CH3:33])[CH:34]=[O:35].[Cu:41][I:42].[Pd:43]([Cl:44])[Cl:45].[c:23]1([C:29]#[CH:30])[cH:24][cH:25][cH:26][cH:27][cH:28]1.[c:46]1([P:47]([c:48]2[cH:49][cH:50][cH:51][cH:52][cH:53]2)[c:54]2[cH:55][cH:56][cH:57][cH:58][cH:59]2)[cH:60][cH:61][cH:62][cH:63][cH:64]1.[c:65]1([P:66]([c:67]2[cH:68][cH:69][cH:70][cH:71][cH:72]2)[c:73]2[cH:74][cH:75][cH:76][cH:77][cH:78]2)[cH:79][cH:80][cH:81][cH:82][cH:83]1>>[c:2]1([C:30]#[C:29][c:23]2[cH:24][cH:25][cH:26][cH:27][cH:28]2)[n:3][c:4]([N:18]2[CH2:19][CH2:20][CH2:21][CH2:22]2)[cH:5][c:6]([S:8](=[O:9])(=[O:10])[c:11]2[cH:12][cH:13][c:14]([NH2:17])[cH:15][cH:16]2)[cH:7]1. Procedure: Stir a suspension of 6.31 g of 3-hydroxyazetidine acetate in 150 ml dry pyridine until a solution results. Add 15.8 g stearoyl chloride at room temperature during ten minutes and stir for 21 hours at room temperature. Pour into 450 ml of an ice-water mixture, and extract once with 300 ml ethyl ether and then twice with 250 ml portions chloroform. Wash the combined extracts with three 150 ml portions of water, dry over anhydrous sodium sulfate and remove the solvents in vacuo. Stir the residue in... Solvent: N1=CC=CC=C1 (pyridine). As a reaction SMILES: C(O)(=O)C.[OH:5][CH:6]1[CH2:9][NH:8][CH2:7]1.[C:10](Cl)(=[O:28])[CH2:11][CH2:12][CH2:13][CH2:14][CH2:15][CH2:16][CH2:17][CH2:18][CH2:19][CH2:20][CH2:21][CH2:22][CH2:23][CH2:24][CH2:25][CH2:26][CH3:27]>N1C=CC=CC=1>[C:10]([N:8]1[CH2:9][CH:6]([OH:5])[CH2:7]1)(=[O:28])[CH2:11][CH2:12][CH2:13][CH2:14][CH2:15][CH2:16][CH2:17][CH2:18][CH2:19][CH2:20][CH2:21][CH2:22][CH2:23][CH2:24][CH2:25][CH2:26][CH3:27] |f:0.1|. Product: C(CCCCCCCCCCCCCCCCC)(=O)N1CC(C1)O (1-octadecanoyl-3-hydroxyazetidine). Reactants: C(CCCCCCCCCCCCCCCCC)(=O)Cl (stearoyl chloride), C(C)(=O)O.OC1CNC1 (3-hydroxyazetidine acetate), ice water. Starting materials: C(C)(=O)O[BH-](OC(C)=O)OC(C)=O.[Na+] (sodium triacetoxyborohydride), NC[C@@H](C)O ((2R)-1-aminopropan-2-ol), FC([C@H](C1=CC=C(C=C1)C=O)NS(=O)(=O)C)(F)F (N-[(1S)-2,2,2-trifluoro-1-(4-formylphenyl)-ethyl]-methanesulfonamide), C(C)(=O)O (acetic acid). Run in C(Cl)Cl (DCM). Conditions: time 2 hour. Yields the product FC([C@H](C1=CC=C(C=C1)CNC[C@@H](C)O)NS(=O)(=O)C)(F)F (N-[(1S)-2,2,2-Trifluoro-1-[4-[[[(2R)-2-hydroxypropyl]amino]methyl]phenyl]ethyl]methanesulfonamide). Yield: 93.7%. RXN SMILES: [NH2:1][CH2:2][C@H:3]([OH:5])[CH3:4].C(O)(=O)C.[F:10][C:11]([F:27])([F:26])[C@@H:12]([NH:21][S:22]([CH3:25])(=[O:24])=[O:23])[C:13]1[CH:18]=[CH:17][C:16]([CH:19]=O)=[CH:15][CH:14]=1.C(O[BH-](OC(=O)C)OC(=O)C)(=O)C.[Na+]>C(Cl)Cl>[F:27][C:11]([F:10])([F:26])[C@@H:12]([NH:21][S:22]([CH3:25])(=[O:24])=[O:23])[C:13]1[CH:14]=[CH:15][C:16]([CH2:19][NH:1][CH2:2][C@H:3]([OH:5])[CH3:4])=[CH:17][CH:18]=1 |f:3.4|. Procedure details: Dissolve (2R)-1-aminopropan-2-ol (0.4 g, 5.33 mmol) in DCM (10.6 mL); then acetic acid (366.2 uL, 6.39 mmol) and N-[(1S)-2,2,2-trifluoro-1-(4-formylphenyl)-ethyl]-methanesulfonamide (1.65 g, 5.86 mmol). Stir the resulting mixture at ambient temperature for 2 hours; then add sodium triacetoxyborohydride (2.82 g, 13.31 mmol); and stir at ambient temperature overnight. Add MeOH (1 mL) and evaporate a portion of the solvent under reduced pressure. Purify via SCX chromatography eluting with 2M NH3/Me... The reactants are CCOC(=O)C(C)(CC)NC(=O)c1cc(Cl)c2ccccc2c1OCC1CCN(C(C)=O)CC1, C1CCOC1, CO, [Na+], [OH-]. Yields the product CCC(C)(NC(=O)c1cc(Cl)c2ccccc2c1OCC1CCN(C(C)=O)CC1)C(=O)O. As a reaction SMILES: [CH2:1]([CH3:2])[O:3][C:4]([C:5]([CH2:6][CH3:7])([CH3:8])[NH:9][C:10](=[O:11])[c:12]1[c:13]([O:23][CH2:24][CH:25]2[CH2:26][CH2:27][N:28]([C:31]([CH3:32])=[O:33])[CH2:29][CH2:30]2)[c:14]2[cH:15][cH:16][cH:17][cH:18][c:19]2[c:20]([Cl:22])[cH:21]1)=[O:34].[CH2:37]1[O:38][CH2:39][CH2:40][CH2:41]1.[CH3:42][OH:43].[Na+:36].[OH-:35]>>[O:3]=[C:4]([C:5]([CH2:6][CH3:7])([CH3:8])[NH:9][C:10](=[O:11])[c:12]1[c:13]([O:23][CH2:24][CH:25]2[CH2:26][CH2:27][N:28]([C:31]([CH3:32])=[O:33])[CH2:29][CH2:30]2)[c:14]2[cH:15][cH:16][cH:17][cH:18][c:19]2[c:20]([Cl:22])[cH:21]1)[OH:34]. Starting materials: S1C=NC2=C1C=C(C=C2)C(C)=O (1-(1,3-benzothiazol-6-yl)ethanone), CC(C)(C)[S@@](=O)[NH-] ((R)-(+)-2-methyl-2-propane sulfinylamide), [BH4-].[Na+] (sodium borohydride). The reagents and catalysts are [O-]CC.[Ti+4].[O-]CC.[O-]CC.[O-]CC (titanium(IV) ethoxide). The solvent is C1CCOC1 (THF). Run at temperature 85 celsius, time 40 minute. The product is S1C=NC2=C1C=C(C=C2)C(C)NS(=O)C(C)(C)C (N-[1-(1,3-benzothiazol-6-yl)ethyl]-2-methylpropane-2-sulfinamide). As a reaction SMILES: [S:1]1[C:5]2[CH:6]=[C:7]([C:10](=O)[CH3:11])[CH:8]=[CH:9][C:4]=2[N:3]=[CH:2]1.[CH3:13][C:14]([S@:17]([NH-:19])=[O:18])([CH3:16])[CH3:15].[BH4-].[Na+]>[O-]CC.[Ti+4].[O-]CC.[O-]CC.[O-]CC.C1COCC1>[S:1]1[C:5]2[CH:6]=[C:7]([CH:10]([NH:19][S:17]([C:14]([CH3:16])([CH3:15])[CH3:13])=[O:18])[CH3:11])[CH:8]=[CH:9][C:4]=2[N:3]=[CH:2]1 |f:2.3,4.5.6.7.8|. Procedure details: To a THF (6 ml) solution of 1-(1,3-benzothiazol-6-yl)ethanone (European Journal of Organic Chemistry (1998), (9), 2047-2050., 250 mg, 1.41 mmol) and (R)-(+)-2-methyl-2-propane sulfinylamide (188 mg, 1.55 mmol), titanium(IV) ethoxide (2 ml) was added and the mixture was stirred for 40 minutes at 85° C. under microwave condition. The mixture was then cooled to 0° C. and sodium borohydride (188 mg, 5.0 mmol) was added to the reaction mixture. After stirring for 2 hours at the temperature, the react... Reactants: C(C)OC(CCC(C(C#N)C1=C(C=C(C=C1)Cl)Cl)=O)=O (ethyl-5-(2',4'-dichlorophenyl)-5-cyano-4-ketopentanoate), S(O)(O)(=O)=O (sulfuric acid), O (water). Solvent: C(C)(=O)O (acetic acid). The product is ClC1=C(C=CC(=C1)Cl)CC(CCC(=O)O)=O (5-(2',4'-dichlorophenyl)-4-ketopentanoic acid). Isolated yield 80.0%. RXN SMILES: C([O:3][C:4](=[O:20])[CH2:5][CH2:6][C:7](=[O:19])[CH:8]([C:11]1[CH:16]=[CH:15][C:14]([Cl:17])=[CH:13][C:12]=1[Cl:18])C#N)C.S(=O)(=O)(O)O.O>C(O)(=O)C>[Cl:18][C:12]1[CH:13]=[C:14]([Cl:17])[CH:15]=[CH:16][C:11]=1[CH2:8][C:7](=[O:19])[CH2:6][CH2:5][C:4]([OH:20])=[O:3]. Reported procedure: A 1-liter 1-neck R.B. flask was charged with 156.61 g (0.50 Mol) of ethyl-5-(2',4'-dichlorophenyl)-5-cyano-4-ketopentanoate, 153 ml of concentrated sulfuric acid, 153 ml of water, and 440 ml of glacial acetic acid. The reaction mixture was stirred and refluxed for 24 hours. l g, 80% yield) was obtained as a viscous dark-colored oil. Reactants: [Al+3], O=C([O-])C(O)C(O)C(=O)[O-], CCOCC, CCC(C=CC(=O)OC)=CC(C)C, CCOC(C)=O, [H-], [H-], [H-], [H-], [K+], [Li+], [Na+]. The product is CCC(C=CCO)=CC(C)C. Reaction SMILES: [Al+3:2].[C:26]([CH:27]([CH:28]([C:29]([O-:30])=[O:31])[OH:32])[OH:33])([O-:34])=[O:35].[CH2:38]([O:39][CH2:40][CH3:41])[CH3:42].[CH2:7]([CH3:8])[C:9]([CH:10]=[CH:11][C:12](=[O:13])[O:14][CH3:15])=[CH:16][CH:17]([CH3:18])[CH3:19].[CH3:20][CH2:21][O:22][C:23](=[O:24])[CH3:25].[H-:1].[H-:4].[H-:5].[H-:6].[K+:37].[Li+:3].[Na+:36]>>[CH2:7]([CH3:8])[C:9]([CH:10]=[CH:11][CH2:12][OH:13])=[CH:16][CH:17]([CH3:18])[CH3:19]. The reactants are CN(C)C=O, COc1ccc2c(c1)c(=O)n1nc(C(N)=O)cc1n2C, O=S(Cl)Cl. The product is COc1ccc2c(c1)c(=O)n1nc(C#N)cc1n2C. Reaction SMILES: [CH3:25][N:26]([CH3:27])[CH:28]=[O:29].[CH3:5][O:6][c:7]1[cH:8][c:9]2[c:10](=[O:24])[n:11]3[c:12]([n:13]([CH3:17])[c:14]2[cH:15][cH:16]1)[cH:18][c:19]([C:21](=[O:22])[NH2:23])[n:20]3.[S:1]([Cl:2])([Cl:3])=[O:4]>>[CH3:5][O:6][c:7]1[cH:8][c:9]2[c:10](=[O:24])[n:11]3[c:12]([n:13]([CH3:17])[c:14]2[cH:15][cH:16]1)[cH:18][c:19]([C:21]#[N:23])[n:20]3. Reactants: CC(=O)OCCCNC(=O)C(Cc1ccccc1)N(C)C(=O)C(Cc1ccc2ccccc2c1)N(C)C(=O)OC(C)(C)C, ClCCl, O=C(O)C(F)(F)F. The product is CNC(Cc1ccc2ccccc2c1)C(=O)N(C)C(Cc1ccccc1)C(=O)NCCCOC(C)=O. As a reaction SMILES: [C:8]([CH3:9])(=[O:10])[O:11][CH2:12][CH2:13][CH2:14][NH:15][C:16]([CH:17]([CH2:18][c:19]1[cH:20][cH:21][cH:22][cH:23][cH:24]1)[N:25]([CH3:26])[C:27]([CH:28]([CH2:29][c:30]1[cH:31][c:32]2[cH:33][cH:34][cH:35][cH:36][c:37]2[cH:38][cH:39]1)[N:40]([CH3:41])[C:42]([O:43][C:44]([CH3:45])([CH3:46])[CH3:47])=[O:48])=[O:49])=[O:50].[Cl:51][CH2:52][Cl:53].[OH:1][C:2]([C:3]([F:4])([F:5])[F:6])=[O:7]>>[C:8]([CH3:9])(=[O:10])[O:11][CH2:12][CH2:13][CH2:14][NH:15][C:16]([CH:17]([CH2:18][c:19]1[cH:20][cH:21][cH:22][cH:23][cH:24]1)[N:25]([CH3:26])[C:27]([CH:28]([CH2:29][c:30]1[cH:31][c:32]2[cH:33][cH:34][cH:35][cH:36][c:37]2[cH:38][cH:39]1)[NH:40][CH3:41])=[O:49])=[O:50].